From a dataset of the Open Reaction Database (ORD), a public repository of structured organic reaction records. describe an organic reaction: reactants, conditions, products, and yield The reactants are BrC1=C(C=NN(C1=O)CC(=O)NCC(=O)OC(C)(C)C)N[C@H]1[C@@H]([C@@H]2C([C@H](C1)C2)(C)C)C (tert-Butyl 2-(2-{5-bromo-6-oxo-4-[(1R,2R,3R,5S)-2,6,6-trimethylbicyclo[3.1.1]hept-3-ylamino]pyridazin-1(6H)-yl}acetamido)acetate), FC(C(=O)O)(F)F (trifluoroacetic acid). The solvent is ClCCl (dichloromethane). Yields the product BrC1=C(C=NN(C1=O)CC(=O)NCC(=O)O)N[C@H]1[C@@H]([C@@H]2C([C@H](C1)C2)(C)C)C (2-(2-{5-Bromo-6-oxo-4-[(1R,2R,3R,5S)-2,6,6-trimethylbicyclo[3.1.1]hept-3-ylamino]pyridazin-1(6H)-yl}acetamido)acetic Acid). The yield is 94.4%. RXN SMILES: [Br:1][C:2]1[C:7](=[O:8])[N:6]([CH2:9][C:10]([NH:12][CH2:13][C:14]([O:16]C(C)(C)C)=[O:15])=[O:11])[N:5]=[CH:4][C:3]=1[NH:21][C@@H:22]1[CH2:27][C@@H:26]2[CH2:28][C@@H:24]([C:25]2([CH3:30])[CH3:29])[C@H:23]1[CH3:31].FC(F)(F)C(O)=O>ClCCl>[Br:1][C:2]1[C:7](=[O:8])[N:6]([CH2:9][C:10]([NH:12][CH2:13][C:14]([OH:16])=[O:15])=[O:11])[N:5]=[CH:4][C:3]=1[NH:21][C@@H:22]1[CH2:27][C@@H:26]2[CH2:28][C@@H:24]([C:25]2([CH3:30])[CH3:29])[C@H:23]1[CH3:31]. Procedure details: tert-Butyl 2-(2-{5-bromo-6-oxo-4-[(1R,2R,3R,5S)-2,6,6-trimethylbicyclo[3.1.1]hept-3-ylamino]pyridazin-1(6H)-yl}acetamido)acetate (18 mg, 0.036 mmol) prepared in Synthetic Example 10 in dichloromethane (1 mL) was stirred with trifluoroacetic acid (0.1 mL) at room temperature. After completion of the reaction, the reaction solution was concentrated to give the desired product (15 mg, 94% yield).